This data is from the Open Reaction Database (ORD), a public repository of structured organic reaction records. The task is: describe an organic reaction: reactants, conditions, products, and yield RXN SMILES: Cl([O-])=O.[Na+].[Cl:5][C:6]1[CH:7]=[C:8]([C@@H:12]2[C@@H:17]([C:18]3[CH:23]=[CH:22][C:21]([Cl:24])=[CH:20][CH:19]=3)[N:16]([C@@H:25]([CH:34]3[CH2:36][CH2:35]3)[CH2:26][NH:27][S:28]([CH:31]3[CH2:33][CH2:32]3)(=[O:30])=[O:29])[C:15](=[O:37])[C@@:14]([CH2:41][CH3:42])([CH2:38][CH:39]=[O:40])[CH2:13]2)[CH:9]=[CH:10][CH:11]=1.C([OH:47])(C)(C)C.C1COCC1>O.OP([O-])(O)=O.[K+]>[Cl:5][C:6]1[CH:7]=[C:8]([C@@H:12]2[C@@H:17]([C:18]3[CH:19]=[CH:20][C:21]([Cl:24])=[CH:22][CH:23]=3)[N:16]([C@@H:25]([CH:34]3[CH2:36][CH2:35]3)[CH2:26][NH:27][S:28]([CH:31]3[CH2:32][CH2:33]3)(=[O:30])=[O:29])[C:15](=[O:37])[C@:14]([CH2:38][C:39]([OH:47])=[O:40])([CH2:41][CH3:42])[CH2:13]2)[CH:9]=[CH:10][CH:11]=1 |f:0.1,6.7|. Yields the product ClC=1C=C(C=CC1)[C@H]1C[C@](C(N([C@@H]1C1=CC=C(C=C1)Cl)[C@H](CNS(=O)(=O)C1CC1)C1CC1)=O)(CC)CC(=O)O (2-((3R,5R,6S)-5-(3-Chlorophenyl)-6-(4-chlorophenyl)-1-((S)-2-(cyclopropanesulfonamido)-1-cyclopropylethyl)-3-ethyl-2-oxopiperidin-3-yl)acetic acid). Reactants: Cl(=O)[O-].[Na+] (sodium chlorite), ClC=1C=C(C=CC1)[C@H]1C[C@@](C(N([C@@H]1C1=CC=C(C=C1)Cl)[C@H](CNS(=O)(=O)C1CC1)C1CC1)=O)(CC=O)CC (N-((S)-2-((3R,5R,6S)-5-(3-Chlorophenyl)-6-(4-chlorophenyl)-3-ethyl-2-oxo-3-(2-oxoethyl)piperidin-1-yl)-2-cyclopropylethyl)cyclopropanesulfonamide), C(C)(C)(C)O (t-butanol), C1CCOC1 (THF). Reaction conditions: time 4 hour. Solvent: O (water), OP(=O)(O)[O-].[K+] (potassium phosphate monobasic), O (water), OP(=O)(O)[O-].[K+] (potassium phosphate monobasic). Reported procedure: A solution of sodium chlorite (58.9 mg, 0.651 mmol) in 0.25×1.25 M potassium phosphate monobasic in water (1 mL) at 0° C. was added to a clear solution of N-((S)-2-((3R,5R,6S)-5-(3-chlorophenyl)-6-(4-chlorophenyl)-3-ethyl-2-oxo-3-(2-oxoethyl)piperidin-1-yl)-2-cyclopropylethyl)cyclopropanesulfonamide (Example 254, Step C, 94 mg, 0.163 mmol) in 1.25 M potassium phosphate monobasic in water (1 mL)+t-butanol (1 mL)+2 M 2-methylbut-2-ene in THF (4.07 mL, 8.14 mmol). After stirring at ambient temperat... Reactants: C(C)OP(OCC)(=O)C#N (diethylcyanophosphonate), ice water, CN(C=O)C (dimethylformamide), ClC=1C=CC2=C([C@H](O[C@@H](C(N2CC(C)(C)C)=O)CC(=O)O)C2=C(C(=CC=C2)OC)OC)C1 ((3R,5S)-7-chloro-5-(2,3-dimethoxyphenyl)-1-neopentyl-2-oxo-1,2, 3,5-tetrahydro-4,1-benzoxazepine-3-acetic acid), [Cl-].[NH4+] (ammonium chloride). The solvent is C(C)N(CC)CC (triethylamine), C(C)N(CC)CC (triethylamine). Conditions: time 20 minute. Yields the product ClC=1C=CC2=C([C@H](O[C@@H](C(N2CC(C)(C)C)=O)CC(=O)N)C2=C(C(=CC=C2)OC)OC)C1 ((3R,5S)-7-chloro-5-(2, 3-dimethoxyphenyl)-1-neopentyl-2-oxo-1,2,3,5-tetrahydro-4,1-benzoxazepine-3-acetamide). RXN SMILES: C[N:2](C)C=O.[Cl:6][C:7]1[CH:8]=[CH:9][C:10]2[N:16]([CH2:17][C:18]([CH3:21])([CH3:20])[CH3:19])[C:15](=[O:22])[C@@H:14]([CH2:23][C:24]([OH:26])=O)[O:13][C@H:12]([C:27]3[CH:32]=[CH:31][CH:30]=[C:29]([O:33][CH3:34])[C:28]=3[O:35][CH3:36])[C:11]=2[CH:37]=1.[Cl-].[NH4+].C(OP(C#N)(=O)OCC)C>C(N(CC)CC)C>[Cl:6][C:7]1[CH:8]=[CH:9][C:10]2[N:16]([CH2:17][C:18]([CH3:19])([CH3:21])[CH3:20])[C:15](=[O:22])[C@@H:14]([CH2:23][C:24]([NH2:2])=[O:26])[O:13][C@H:12]([C:27]3[CH:32]=[CH:31][CH:30]=[C:29]([O:33][CH3:34])[C:28]=3[O:35][CH3:36])[C:11]=2[CH:37]=1 |f:2.3|. Reported procedure: A dimethylformamide solution of (3R,5S)-7-chloro-5-(2,3-dimethoxyphenyl)-1-neopentyl-2-oxo-1,2, 3,5-tetrahydro-4,1-benzoxazepine-3-acetic acid (2.0 g), ammonium chloride (1.2 g) and triethylamine (1.0 ml) was cooled in ice bath. To the solution were added diethylcyanophosphonate (0.85 g) and triethylamine (0.5 ml). The mixture was stirred for further 20 minutes, to which was added ice-water, followed by extraction with ethyl acetate. The organic layer was washed with water, which was dried over ... The reactants are CN(C=CC(=O)C=1C=C(C=CC1)NC(OC)=O)C ([3-[3-(dimethylamino)-1-oxo-2-propenyl]phenyl]carbamic acid, methyl ester), CI (methyl iodide). The product is CN(C=CC(=O)C=1C=C(C=CC1)N(C(OC)=O)C)C ([3-[3-(Dimethylamino)-1-oxo-2-propenyl]phenyl]-methylcarbamic acid, methyl ester). As a reaction SMILES: [CH3:1][N:2]([CH3:18])[CH:3]=[CH:4][C:5]([C:7]1[CH:8]=[C:9]([NH:13][C:14](=[O:17])[O:15][CH3:16])[CH:10]=[CH:11][CH:12]=1)=[O:6].[CH3:19]I>>[CH3:18][N:2]([CH3:1])[CH:3]=[CH:4][C:5]([C:7]1[CH:8]=[C:9]([N:13]([CH3:19])[C:14](=[O:17])[O:15][CH3:16])[CH:10]=[CH:11][CH:12]=1)=[O:6]. Procedure details: A 9.93 g portion of [3-[3-(dimethylamino)-1-oxo-2-propenyl]phenyl]carbamic acid, methyl ester was alkylated as described in Example 3, using 6.82 g of methyl iodide, giving 10.13 g of the desired compound, mp 93°-95° C. Reactants: COC(=O)C(Cc1ccc(NC(=O)c2c(Cl)cccc2Cl)cc1)NC(=O)c1ccc(S(=O)(=O)NCc2cccc(O)c2)cc1Cl, CO, [Li+], C1CCOC1, [OH-]. Product: O=C(NC(Cc1ccc(NC(=O)c2c(Cl)cccc2Cl)cc1)C(=O)O)c1ccc(S(=O)(=O)NCc2cccc(O)c2)cc1Cl. RXN SMILES: [CH3:3][O:4][C:5]([CH:6]([NH:7][C:8](=[O:9])[c:10]1[c:11]([Cl:28])[cH:12][c:13]([S:16](=[O:17])(=[O:18])[NH:19][CH2:20][c:21]2[cH:22][c:23]([OH:27])[cH:24][cH:25][cH:26]2)[cH:14][cH:15]1)[CH2:29][c:30]1[cH:31][cH:32][c:33]([NH:36][C:37](=[O:38])[c:39]2[c:40]([Cl:46])[cH:41][cH:42][cH:43][c:44]2[Cl:45])[cH:34][cH:35]1)=[O:47].[CH3:48][OH:49].[Li+:1].[O:50]1[CH2:51][CH2:52][CH2:53][CH2:54]1.[OH-:2]>>[O:4]=[C:5]([CH:6]([NH:7][C:8](=[O:9])[c:10]1[c:11]([Cl:28])[cH:12][c:13]([S:16](=[O:17])(=[O:18])[NH:19][CH2:20][c:21]2[cH:22][c:23]([OH:27])[cH:24][cH:25][cH:26]2)[cH:14][cH:15]1)[CH2:29][c:30]1[cH:31][cH:32][c:33]([NH:36][C:37](=[O:38])[c:39]2[c:40]([Cl:46])[cH:41][cH:42][cH:43][c:44]2[Cl:45])[cH:34][cH:35]1)[OH:47]. Procedure: From (7-methoxy-4-morpholin-4-yl-thiazolo[5,4-c]pyridin-2-yl)-carbamic acid phenyl ester with 4-spiro-[3-(N-methyl-2-pyrrolidone)]-piperidine hydrochloride and pyridine in dichloroethane and tetrahydrofuran. ES-MS m/e (%): 461 (M+H+, 100). Starting materials: C1(=CC=CC=C1)OC(NC=1SC=2C(=NC=C(C2N1)OC)N1CCOCC1)=O ((7-methoxy-4-morpholin-4-yl-thiazolo[5,4-c]pyridin-2-yl)-carbamic acid phenyl ester), ClC(C)Cl (dichloroethane), 4-spiro-[3-(N-methyl-2-pyrrolidone)]-piperidine hydrochloride, N1=CC=CC=C1 (pyridine). Solvent: O1CCCC1 (tetrahydrofuran). Yields the product COC=1C2=C(C(=NC1)N1CCOCC1)SC(=N2)NC(=O)N2CCC1(CCN(C1=O)C)CC2 (2-Methyl-1-oxo-2,8-diaza-spiro [4.5] decane-8-carboxylic acid (7-methoxy-4-morpholin-4-yl-thiazolo[5,4-c]pyridin-2-yl)-amide). RXN SMILES: C1(O[C:8](=[O:27])[NH:9][C:10]2[S:11][C:12]3[C:13]([N:21]4[CH2:26][CH2:25][O:24][CH2:23][CH2:22]4)=[N:14][CH:15]=[C:16]([O:19][CH3:20])[C:17]=3[N:18]=2)C=CC=CC=1.[N:28]1[CH:33]=[CH:32][CH:31]=[CH:30][CH:29]=1.Cl[CH:35](Cl)[CH3:36]>O1CCCC1>[CH3:20][O:19][C:16]1[C:17]2[N:18]=[C:10]([NH:9][C:8]([N:28]3[CH2:33][CH2:32][C:31]4([C:8](=[O:27])[N:9]([CH3:10])[CH2:35][CH2:36]4)[CH2:30][CH2:29]3)=[O:27])[S:11][C:12]=2[C:13]([N:21]2[CH2:22][CH2:23][O:24][CH2:25][CH2:26]2)=[N:14][CH:15]=1. The reactants are CCOC(=O)C(C)(C)Oc1ccc([N+](=O)[O-])c(F)c1, CCOC(C)=O, CCO, [H][H]. Yields the product CCOC(=O)C(C)(C)Oc1ccc(N)c(F)c1. RXN SMILES: [CH2:1]([CH3:2])[O:3][C:4]([C:5]([CH3:6])([CH3:7])[O:8][c:9]1[cH:10][c:11]([F:18])[c:12]([N+:15]([O-:16])=[O:17])[cH:13][cH:14]1)=[O:19].[CH3:22][CH2:23][O:24][C:25](=[O:26])[CH3:27].[CH3:28][CH2:29][OH:30].[H:20][H:21]>>[CH2:1]([CH3:2])[O:3][C:4]([C:5]([CH3:6])([CH3:7])[O:8][c:9]1[cH:10][c:11]([F:18])[c:12]([NH2:15])[cH:13][cH:14]1)=[O:19].